From a dataset of the Open Reaction Database (ORD), a public repository of structured organic reaction records. describe an organic reaction: reactants, conditions, products, and yield As a reaction SMILES: [CH3:17][N:18]([c:19]1[cH:20][cH:21][cH:22][cH:23][cH:24]1)[CH3:25].[Cl:26][c:27]1[cH:28][cH:29][cH:30][cH:31][cH:32]1.[OH:1][c:2]1[n:3][cH:4][c:5]([C:9]([CH3:10])=[O:11])[cH:6][c:7]1[Cl:8].[P:12]([Cl:13])([Cl:14])([Cl:15])=[O:16]>>[c:2]1([Cl:14])[n:3][cH:4][c:5]([C:9]([CH3:10])=[O:11])[cH:6][c:7]1[Cl:8]. The product is CC(=O)c1cnc(Cl)c(Cl)c1. Starting materials: CN(C)c1ccccc1, Clc1ccccc1, CC(=O)c1cnc(O)c(Cl)c1, O=P(Cl)(Cl)Cl.